This data is from the Open Reaction Database (ORD), a public repository of structured organic reaction records. The task is: describe an organic reaction: reactants, conditions, products, and yield Reactants: C(C)(C)(C)OC(N[C@H](C)C1=CC=C(C=C1)Br)=O ((R)-[1-(4-bromo-phenyl)-ethyl]-carbamic acid tert-butyl ester), ClC1=NC=CC=C1B(O)O (2-chloropyridine-3-boronic acid), C([O-])([O-])=O.[Na+].[Na+] (sodium carbonate). Reagents/catalysts: [Pd].C1(=CC=CC=C1)P(C1=CC=CC=C1)C1=CC=CC=C1.C1(=CC=CC=C1)P(C1=CC=CC=C1)C1=CC=CC=C1.C1(=CC=CC=C1)P(C1=CC=CC=C1)C1=CC=CC=C1.C1(=CC=CC=C1)P(C1=CC=CC=C1)C1=CC=CC=C1 (tetrakis (triphenylphosphine) palladium). The solvent is COCCOC (1,2-dimethoxyethane). Product: C(C)(C)(C)OC(N[C@H](C)C1=CC=C(C=C1)C=1C(=NC=CC1)Cl)=O ((R)-{1-[4-(2-chloro-pyridin-3-yl)-phenyl]-ethyl}-carbamic acid tert-butyl ester). The yield is 70.8%. Reaction SMILES: [C:1]([O:5][C:6](=[O:17])[NH:7][C@@H:8]([C:10]1[CH:15]=[CH:14][C:13](Br)=[CH:12][CH:11]=1)[CH3:9])([CH3:4])([CH3:3])[CH3:2].[Cl:18][C:19]1[C:24](B(O)O)=[CH:23][CH:22]=[CH:21][N:20]=1.C(=O)([O-])[O-].[Na+].[Na+]>COCCOC.[Pd].C1(P(C2C=CC=CC=2)C2C=CC=CC=2)C=CC=CC=1.C1(P(C2C=CC=CC=2)C2C=CC=CC=2)C=CC=CC=1.C1(P(C2C=CC=CC=2)C2C=CC=CC=2)C=CC=CC=1.C1(P(C2C=CC=CC=2)C2C=CC=CC=2)C=CC=CC=1>[C:1]([O:5][C:6](=[O:17])[NH:7][C@@H:8]([C:10]1[CH:15]=[CH:14][C:13]([C:24]2[C:19]([Cl:18])=[N:20][CH:21]=[CH:22][CH:23]=2)=[CH:12][CH:11]=1)[CH3:9])([CH3:4])([CH3:3])[CH3:2] |f:2.3.4,6.7.8.9.10|. Procedure details: To a solution of (R)-1-(4-bromophenyl)ethylamine (1.0 g, 5 mmol) in methanol (10 ml) was added sodium hydrogen carbonate (1.26 g, 15.0 mmol) and di-tert-butyl dicarbonate (1.2 g, 5.5 mmol). The reaction mixture was sonicated for 4 h. The solvent was evaporated and the residue partitioned between ethyl acetate and water. The organic phase was washed with brine, dried over anhydrous magnesium sulfate and the solvent removed under reduced pressure to give (R)-[1-(4-bromo-phenyl)-ethyl]-carbamic aci... The reactants are Cl (hydrochloric acid), S1C(=CC=C1)C1(CCC2(OCCO2)CC1)N1CCC1 (1-(8-(thiophen-2-yl)-1,4-dioxaspiro[4.5]decan-8-yl)azetidine), CCOC(=O)C.CCCCCC (EtOAc hexane). The solvent is CO (methanol), CO (methanol). Run at time 1 hour. Yields the product N1(CCC1)C1(CCC(CC1)=O)C=1SC=CC1 (4-(Azetidin-1-yl)-4-(thiophen-2-yl)cyclohexanone). The yield is 77.2%. As a reaction SMILES: Cl.[S:2]1[CH:6]=[CH:5][CH:4]=[C:3]1[C:7]1([N:17]2[CH2:20][CH2:19][CH2:18]2)[CH2:16][CH2:15][C:10]2(OCC[O:11]2)[CH2:9][CH2:8]1.CCOC(C)=O.CCCCCC>CO>[N:17]1([C:7]2([C:3]3[S:2][CH:6]=[CH:5][CH:4]=3)[CH2:16][CH2:15][C:10](=[O:11])[CH2:9][CH2:8]2)[CH2:18][CH2:19][CH2:20]1 |f:2.3|. Procedure details: 50 ml 6N hydrochloric acid were added to a solution of 1-(8-(thiophen-2-yl)-1,4-dioxaspiro[4.5]decan-8-yl)azetidine (10 g) in 100 ml methanol at 0° C. and the reaction mixture was stirred for 1 hour at room temperature. The reaction course was monitored by thin-layer chromatography (75% EtOAc/hexane). Once the conversion was complete the methanol was removed by distillation and the residue was mixed with water (150 ml) and extracted with ethyl acetate (2×100 ml). The combined organic phases were...